From a dataset of the Open Reaction Database (ORD), a public repository of structured organic reaction records. describe an organic reaction: reactants, conditions, products, and yield Starting materials: BrC=1C=C(CN2N=C(C=C2C)C2=NC(=NO2)C2=CC=C(C=C2)OC(F)(F)F)C=CC1 (5-[1-(3-Bromobenzyl)-5-methyl-1H-pyrazol-3-yl]-3-[4-(trifluoromethoxy)phenyl]-1,2,4-oxadiazole), [Si](C1=CC=CC=C1)(C1=CC=CC=C1)(C(C)(C)C)OC1CNC1 (3-{[tert-Butyl(diphenyl)silyl]oxy}azetidine), C1(CCCCC1)P(C1=C(C=CC=C1)C1=C(C=C(C=C1C(C)C)C(C)C)C(C)C)C1CCCCC1 (2-dicyclohexylphosphino-2′,4′,6′-triisopropylbiphenyl), C([O-])([O-])=O.[Cs+].[Cs+] (caesium carbonate). The reagents and catalysts are C=1C=CC(=CC1)/C=C/C(=O)/C=C/C2=CC=CC=C2.C=1C=CC(=CC1)/C=C/C(=O)/C=C/C2=CC=CC=C2.C=1C=CC(=CC1)/C=C/C(=O)/C=C/C2=CC=CC=C2.[Pd].[Pd] (tris(dibenzylideneacetone)dipalladium(0)). Solvent: CN(C)C=O (DMF), O (water). Reaction conditions: temperature 120 celsius, time 1 hour. Product: CC1=CC(=NN1CC=1C=C(C=CC1)N1CC(C1)O)C1=NC(=NO1)C1=CC=C(C=C1)OC(F)(F)F (1-{3-[(5-Methyl-3-{3-[4-(trifluoromethoxy)phenyl]-1,2,4-oxadiazol-5-yl}-1H-pyrazol-1-yl)methyl]phenyl}azetidin-3-ol). RXN SMILES: Br[C:2]1[CH:3]=[C:4]([CH:28]=[CH:29][CH:30]=1)[CH2:5][N:6]1[C:10]([CH3:11])=[CH:9][C:8]([C:12]2[O:16][N:15]=[C:14]([C:17]3[CH:22]=[CH:21][C:20]([O:23][C:24]([F:27])([F:26])[F:25])=[CH:19][CH:18]=3)[N:13]=2)=[N:7]1.[Si]([O:48][CH:49]1[CH2:52][NH:51][CH2:50]1)(C(C)(C)C)(C1C=CC=CC=1)C1C=CC=CC=1.C1(P(C2CCCCC2)C2C=CC=CC=2C2C(C(C)C)=CC(C(C)C)=CC=2C(C)C)CCCCC1.C(=O)([O-])[O-].[Cs+].[Cs+]>CN(C=O)C.C1C=CC(/C=C/C(/C=C/C2C=CC=CC=2)=O)=CC=1.C1C=CC(/C=C/C(/C=C/C2C=CC=CC=2)=O)=CC=1.C1C=CC(/C=C/C(/C=C/C2C=CC=CC=2)=O)=CC=1.[Pd].[Pd].O>[CH3:11][C:10]1[N:6]([CH2:5][C:4]2[CH:3]=[C:2]([N:51]3[CH2:52][CH:49]([OH:48])[CH2:50]3)[CH:30]=[CH:29][CH:28]=2)[N:7]=[C:8]([C:12]2[O:16][N:15]=[C:14]([C:17]3[CH:22]=[CH:21][C:20]([O:23][C:24]([F:27])([F:26])[F:25])=[CH:19][CH:18]=3)[N:13]=2)[CH:9]=1 |f:3.4.5,7.8.9.10.11|. Reported procedure: A mixture of 2.0 g (4.17 mmol) of the compound from Example 1A, 1.95 g (6.26 mmol) of the compound from Example 8A, 256 mg (0.280 mmol) of tris(dibenzylideneacetone)dipalladium(0), 398 mg (0.835 mmol) of 2-dicyclohexylphosphino-2′,4′,6′-triisopropylbiphenyl (X-Phos) and 2.72 g (8.35 mmol) of caesium carbonate in 20 ml of anhydrous DMF was heated to 120° C. under argon in a microwave oven (Biotage Initiator, dynamic control of the incident power) for 2.5 h. After cooling to RT, 100 ml of water we... Starting materials: S.[Na] (sodium hydrogensulfide), C1(=CC(=CC=C1)S)C (m-toluenethiol), C(C=C)(=O)O (acrylic acid), BrBr (bromine). Run in C(C)(=O)O (acetic acid), C(C)N(CC)CC (triethylamine). Conditions: temperature 50 celsius. Yields the product BrC1=C(C=C(C=C1)SCCC(=O)O)C (3-(4-bromo-3-methylphenylthio)-propionic acid). As a reaction SMILES: [C:1]1([CH3:8])[CH:6]=[CH:5][CH:4]=[C:3]([SH:7])[CH:2]=1.[C:9]([OH:13])(=[O:12])[CH:10]=[CH2:11].[Br:14]Br.S.[Na]>C(O)(=O)C.C(N(CC)CC)C>[Br:14][C:6]1[CH:5]=[CH:4][C:3]([S:7][CH2:11][CH2:10][C:9]([OH:13])=[O:12])=[CH:2][C:1]=1[CH3:8] |f:3.4,^1:16|. Procedure details: A one-liter, three-necked flask was charged with 50 g (0.4 mol) of m-toluenethiol, 29 g (0.4 mol) of acrylic acid and 1.0 ml of triethylamine, and the mixture was allowed to react at 150° C. for 1 hour. After the reaction mixture was allowed to cool, 200 ml of acetic acid was added to the reaction mixture, and the mixture was heated up to 50° C. to form a complete solution. Then, 21 ml of bromine was gradually added over 30 minutes, and the mixture was further allowed to react at 50° to 60° C. f... Run in CC(=O)C (acetone). RXN SMILES: [Br:1][C:2]1[CH:3]=[C:4]([OH:9])[CH:5]=[C:6]([CH3:8])[CH:7]=1.[C:10]([O-])([O-])=O.[K+].[K+].CI>CC(C)=O>[Br:1][C:2]1[CH:7]=[C:6]([CH3:8])[CH:5]=[C:4]([O:9][CH3:10])[CH:3]=1 |f:1.2.3|. Starting materials: BrC=1C=C(C=C(C1)C)O (3-bromo-5-methyl-phenol), C(=O)([O-])[O-].[K+].[K+] (K2CO3), CI (MeI). Product: BrC1=CC(=CC(=C1)C)OC (1-Bromo-3-methoxy-5-methyl-benzene). Procedure details: To a mixture of 3-bromo-5-methyl-phenol (185 g; 0.940 mol) and K2CO3 (437 g, 3.17 mol) in acetone (2 L) is added MeI (424 g, 2.99 mol). The mixture is stirred at 40° C. for 16 h. The mixture is cooled to ambient temperature, filtered, and concentrated under reduced pressure. After filtration, the mixture is purified by flash silica gel chromatography to afford 1-Bromo-3-methoxy-5-methyl-benzene, D-4-1 (189 g, quant. yield) as a light yellow oil. Conditions: temperature 40 celsius, time 16 hour. Starting materials: C1(=CC=CC=C1)C#C (phenylacetylene), COC(\C=C/I)=O ((Z)-methyl-3-iodoacrylate). The product is C1(=CC=CC=C1)C#C\C=C/C(=O)OC (Methyl (Z)-5-phenyl-2-penten-4-ynoate). Reaction SMILES: [C:1]1([C:7]#[CH:8])[CH:6]=[CH:5][CH:4]=[CH:3][CH:2]=1.[CH3:9][O:10][C:11](=[O:15])/[CH:12]=[CH:13]\I>>[C:1]1([C:7]#[C:8]/[CH:13]=[CH:12]\[C:11]([O:10][CH3:9])=[O:15])[CH:6]=[CH:5][CH:4]=[CH:3][CH:2]=1. Procedure: The general procedure was used to convert phenylacetylene and (Z)-methyl-3-iodoacrylate to the title product. Purification by flash chromatography (15% ethyl acetate in hexanes as the eluent) gave the analytically pure product as a light yellow oil (336 mg, 90% yield). 1H NMR (400 MHz, CDCl3) δ 7.54 (m, 2H), 7.35 (m, 3H), 6.36 (d, J=11.39, 1H), 6.14 (d, J=11.41, 1H), 3.80 (s, 3H). 13C NMR (100 MHz, CDCl3) δ 165.25, 132.16, 129.28, 128.42, 127.79, 123.22, 122.63, 101.45, 86.37, 51.55. Anal. Calc'... Reactants: [OH-].[Na+] (sodium hydroxide), FC(C=1C=C(CN(C2=NC=C(C=N2)N2CCOCC2)CC2=C(C=CC(=C2)C(F)(F)F)N(CCCCC(=O)OCC)C(=O)OCC)C=C(C1)C(F)(F)F)(F)F (Ethyl 5-[(2-{[(3,5-bis-trifluoromethyl-benzyl)-(5-morpholin-4-yl-pyrimidin-2-yl)-amino]-methyl}-4-trifluoromethyl-phenyl)-ethoxycarbonyl-amino]-pentanoate), C(CC(O)(C(=O)O)CC(=O)O)(=O)O (citric acid). The solvent is CO (methanol). Run at time 1 hour. Product: FC(C=1C=C(CN(C2=NC=C(C=N2)N2CCOCC2)CC2=C(C=CC(=C2)C(F)(F)F)N(CCCCC(=O)O)C(=O)OCC)C=C(C1)C(F)(F)F)(F)F (5-[(2-{[(3,5-bis-trifluoromethyl-benzyl)-(5-morpholin-4-yl-pyrimidin-2-yl)-amino]-methyl}-4-trifluoromethyl-phenyl)-ethoxycarbonyl-amino]-pentanoic acid). The yield is 95.2%. As a reaction SMILES: [F:1][C:2]([F:54])([F:53])[C:3]1[CH:4]=[C:5]([CH:46]=[C:47]([C:49]([F:52])([F:51])[F:50])[CH:48]=1)[CH2:6][N:7]([CH2:20][C:21]1[CH:26]=[C:25]([C:27]([F:30])([F:29])[F:28])[CH:24]=[CH:23][C:22]=1[N:31]([C:41]([O:43][CH2:44][CH3:45])=[O:42])[CH2:32][CH2:33][CH2:34][CH2:35][C:36]([O:38]CC)=[O:37])[C:8]1[N:13]=[CH:12][C:11]([N:14]2[CH2:19][CH2:18][O:17][CH2:16][CH2:15]2)=[CH:10][N:9]=1.[OH-].[Na+].C(O)(=O)CC(CC(O)=O)(C(O)=O)O>CO>[F:52][C:49]([F:50])([F:51])[C:47]1[CH:46]=[C:5]([CH:4]=[C:3]([C:2]([F:53])([F:1])[F:54])[CH:48]=1)[CH2:6][N:7]([CH2:20][C:21]1[CH:26]=[C:25]([C:27]([F:28])([F:29])[F:30])[CH:24]=[CH:23][C:22]=1[N:31]([C:41]([O:43][CH2:44][CH3:45])=[O:42])[CH2:32][CH2:33][CH2:34][CH2:35][C:36]([OH:38])=[O:37])[C:8]1[N:13]=[CH:12][C:11]([N:14]2[CH2:19][CH2:18][O:17][CH2:16][CH2:15]2)=[CH:10][N:9]=1 |f:1.2|. Reported procedure: Ethyl 5-[(2-{[(3,5-bis-trifluoromethyl-benzyl)-(5-morpholin-4-yl-pyrimidin-2-yl)-amino]-methyl}-4-trifluoromethyl-phenyl)-ethoxycarbonyl-amino]-pentanoate (134 mg) is dissolved in methanol (1 ml), and thereto is added 1M-aqueous sodium hydroxide solution (1 ml), and the mixture is stirred at room temperature for 1 hour and a half. The reaction solution is made weakly acidic with a 10% aqueous citric acid solution, and the mixture is extracted with ethyl acetate, and the organic layer is washed w... Starting materials: C1(=CC=CC=C1)N1N=C(C=C1C1=CC=CC=C1)CCC=O (3-(1,5-diphenyl-1H-pyrazol-3-yl)propanal), [BH-](OC(=O)C)(OC(=O)C)OC(=O)C.[Na+] (NaBH(OAc)3), COC1=CC=C(C=C1)N1CCNCC1 (1-(4-methoxyphenyl)piperazine), CCN(C(C)C)C(C)C (DIPEA). The product is COC1=CC=C(C=C1)N1CCN(CC1)CCCC1=NN(C(=C1)C1=CC=CC=C1)C1=CC=CC=C1 (1-(4-methoxyphenyl)-4-(3-(1,5-diphenyl-1H-pyrazol-3-yl)propyl)piperazine). Reaction SMILES: [C:1]1([N:7]2[C:11]([C:12]3[CH:17]=[CH:16][CH:15]=[CH:14][CH:13]=3)=[CH:10][C:9]([CH2:18][CH2:19][CH:20]=O)=[N:8]2)[CH:6]=[CH:5][CH:4]=[CH:3][CH:2]=1.[CH3:22][O:23][C:24]1[CH:29]=[CH:28][C:27]([N:30]2[CH2:35][CH2:34][NH:33][CH2:32][CH2:31]2)=[CH:26][CH:25]=1.CCN(C(C)C)C(C)C.[BH-](OC(C)=O)(OC(C)=O)OC(C)=O.[Na+]>>[CH3:22][O:23][C:24]1[CH:25]=[CH:26][C:27]([N:30]2[CH2:35][CH2:34][N:33]([CH2:20][CH2:19][CH2:18][C:9]3[CH:10]=[C:11]([C:12]4[CH:17]=[CH:16][CH:15]=[CH:14][CH:13]=4)[N:7]([C:1]4[CH:6]=[CH:5][CH:4]=[CH:3][CH:2]=4)[N:8]=3)[CH2:32][CH2:31]2)=[CH:28][CH:29]=1 |f:3.4|. Procedure: 64 mg (93%) of target compound was obtained by using a method same as in Example 1 by using 3-(1,5-diphenyl-1H-pyrazol-3-yl)propanal (46 mg, 0.166 mmol), 1-(4-methoxyphenyl)piperazine (40 mg, 0.151 mmol), DIPEA (0.026 mL, 0.151 mmol) and NaBH(OAc)3 (96 mg, 0.453 mmol). Reactants: ClC=1C=C(C=C(C1)Cl)SC1=C(N=C(N1CC1=CC=NC=C1)CO)C(C)C (5-(3,5-Dichlorophenylthio)-4-isoproyl-1-(4-pyridylmethyl)-2-hydroxymethyl-1H-imidazole), C(N)([O-])=O (carbamate), C(CCCCCCCCC)(=O)N=C=O (decanoyl isocyanate). The product is C(CCCCCCCCC)(=O)NC(OCC=1N(C(=C(N1)C(C)C)SC1=CC(=CC(=C1)Cl)Cl)CC1=CC=NC=C1)=O (5-(3,5-Dichlorophenylthio)-4-isopropyl-1-(4-pyridylmethyl)- 1H-imidazol-2-ylmethyl decanoylcarbamate). Yield: 42.0%. As a reaction SMILES: [Cl:1][C:2]1[CH:3]=[C:4]([S:9][C:10]2[N:14]([CH2:15][C:16]3[CH:21]=[CH:20][N:19]=[CH:18][CH:17]=3)[C:13]([CH2:22][OH:23])=[N:12][C:11]=2[CH:24]([CH3:26])[CH3:25])[CH:5]=[C:6]([Cl:8])[CH:7]=1.C(=O)([O-])N.[C:31]([N:42]=[C:43]=[O:44])(=[O:41])[CH2:32][CH2:33][CH2:34][CH2:35][CH2:36][CH2:37][CH2:38][CH2:39][CH3:40]>>[C:31]([NH:42][C:43](=[O:44])[O:23][CH2:22][C:13]1[N:14]([CH2:15][C:16]2[CH:21]=[CH:20][N:19]=[CH:18][CH:17]=2)[C:10]([S:9][C:4]2[CH:3]=[C:2]([Cl:1])[CH:7]=[C:6]([Cl:8])[CH:5]=2)=[C:11]([CH:24]([CH3:26])[CH3:25])[N:12]=1)(=[O:41])[CH2:32][CH2:33][CH2:34][CH2:35][CH2:36][CH2:37][CH2:38][CH2:39][CH3:40]. Reported procedure: The compound 89 (245 mg, 0.6 mmol) was converted to the carbamate with decanoyl isocyanate (5 eq.) in the same manner as the example 66 to give the compound 92 (152 mg, 42%) as crystals. Mp. 84-86° C. Rf 0.37 (EtOAc). Reactants: O (water), C1(CCCCC1)=O (Cyclohexanone), C1(=CC=CC=C1)C (toluene), 1,4-dibromomethane, CC(C)([O-])C.[K+] (Potassium tert-butoxide). Conditions: temperature 0 celsius, time 30 minute. The product is C1CCCC12C(CCCC2)=O (Spiro[4.5]decane-6-one). RXN SMILES: [C:1]1(=[O:7])[CH2:6][CH2:5][CH2:4][CH2:3][CH2:2]1.CC(C)([O-])C.[K+].O.[C:15]1(C)[CH:20]=CC=[CH:17][CH:16]=1>>[CH2:20]1[C:2]2([CH2:3][CH2:4][CH2:5][CH2:6][C:1]2=[O:7])[CH2:17][CH2:16][CH2:15]1 |f:1.2|. Procedure: Cyclohexanone (3.0 mL) was dissolved in toluene (60 mL), and cooled to 0° C. in nitrogen atmosphere. Potassium tert-butoxide (6.86 g) was added to the reaction mixture at 0° C. and stirred for 30 minutes. To the resulting suspension, 1,4-dibromomethane (3.65 mL) was added, and then the reaction mixture was stirred at 150° C. for 6 hours. Cooling the reaction mixture to room temperature, water was added thereto, followed by extraction with ethyl acetate. The extract was dried over anhydrous magne... Reactants: CC=1N(C(=CC1)C)NC=1N=NC(=CC1)N1CCOCC1 (N-(2,5-dimethyl-1H-pyrrol-1-yl)-6-morpholino-3-pyridazineamine), [H-].[Na+] (sodium hydride), CI (methyl iodide). Run in CN(C=O)C (dimethylformamide), CN(C=O)C (dimethylformamide). Reaction conditions: temperature 55 celsius, time 30 minute. Product: CC=1N(C(=CC1)C)N(C=1N=NC(=CC1)N1CCOCC1)C (N-(2,5-Dimethyl-1H-pyrrol-1-yl)-N-methyl-6-morpholino-3-pyridazineamine). As a reaction SMILES: [CH3:1][C:2]1[N:3]([NH:8][C:9]2[N:10]=[N:11][C:12]([N:15]3[CH2:20][CH2:19][O:18][CH2:17][CH2:16]3)=[CH:13][CH:14]=2)[C:4]([CH3:7])=[CH:5][CH:6]=1.[H-].[Na+].[CH3:23]I>CN(C)C=O>[CH3:1][C:2]1[N:3]([N:8]([CH3:23])[C:9]2[N:10]=[N:11][C:12]([N:15]3[CH2:16][CH2:17][O:18][CH2:19][CH2:20]3)=[CH:13][CH:14]=2)[C:4]([CH3:7])=[CH:5][CH:6]=1 |f:1.2|. Procedure: To 1.36 g (5 m moles) of N-(2,5-dimethyl-1H-pyrrol-1-yl)-6-morpholino-3-pyridazineamine in 13.6 ml of dimethylformamide, 0.26 g (5.5 m moles) of 55% sodium hydride are added. The mixture is stirred for 30 minutes at room temperature and for additional 30 minutes at 55° C. Then, a solution of 0.78 g (5.5 m moles) of methyl iodide in 2 ml of dimethylformamide is gradually added at 10° C. When the addition is completed the mixture is heated at 50° C. for 45 minutes. The dimethylformamide is evapora...